From a dataset of the Open Reaction Database (ORD), a public repository of structured organic reaction records. describe an organic reaction: reactants, conditions, products, and yield Starting materials: ClCCl, C1CCOC1, COc1ccc(S(=O)(=O)C2=CCN(C(=O)O)N(S(=O)(=O)c3ccc(OC)cc3)C=C2)cc1, [Cl-], O=C(Cl)C(=O)Cl, Cl, Cl, NO, NO, CN(C)C=O, O. Yields the product COc1ccc(S(=O)(=O)C2=CCN(C(=O)NO)N(S(=O)(=O)c3ccc(OC)cc3)C=C2)cc1. As a reaction SMILES: [CH2:51]([Cl:52])[Cl:53].[CH2:55]1[O:56][CH2:57][CH2:58][CH2:59]1.[CH3:1][O:2][c:3]1[cH:4][cH:5][c:6]([S:9](=[O:10])(=[O:11])[N:12]2[N:13]([C:30](=[O:31])[OH:32])[CH2:14][CH:15]=[C:16]([S:19](=[O:20])(=[O:21])[c:22]3[cH:23][cH:24][c:25]([O:28][CH3:29])[cH:26][cH:27]3)[CH:17]=[CH:18]2)[cH:7][cH:8]1.[Cl-:47].[Cl:33][C:34]([C:35]([Cl:36])=[O:37])=[O:38].[ClH:44].[ClH:50].[NH2:45][OH:46].[NH2:48][OH:49].[O:39]=[CH:40][N:41]([CH3:42])[CH3:43].[OH2:54]>>[CH3:1][O:2][c:3]1[cH:4][cH:5][c:6]([S:9](=[O:10])(=[O:11])[N:12]2[N:13]([C:30](=[O:31])[NH:45][OH:46])[CH2:14][CH:15]=[C:16]([S:19](=[O:20])(=[O:21])[c:22]3[cH:23][cH:24][c:25]([O:28][CH3:29])[cH:26][cH:27]3)[CH:17]=[CH:18]2)[cH:7][cH:8]1. Reactants: CO, O=C1NC(=Cc2ccccc2)C(O)=C1[N+](=O)[O-], C=[N+]=[N-], NCc1ccccc1. Yields the product O=C1NC(=Cc2ccccc2)C(NCc2ccccc2)=C1[N+](=O)[O-]. Reaction SMILES: [CH3:29][OH:30].[CH:4]([c:5]1[cH:6][cH:7][cH:8][cH:9][cH:10]1)=[C:11]1[C:12]([OH:20])=[C:13]([N+:17](=[O:18])[O-:19])[C:14](=[O:16])[NH:15]1.[N+:1](=[CH2:2])=[N-:3].[NH2:21][CH2:22][c:23]1[cH:24][cH:25][cH:26][cH:27][cH:28]1>>[CH:4]([c:5]1[cH:6][cH:7][cH:8][cH:9][cH:10]1)=[C:11]1[C:12]([NH:21][CH2:22][c:23]2[cH:24][cH:25][cH:26][cH:27][cH:28]2)=[C:13]([N+:17](=[O:18])[O-:19])[C:14](=[O:16])[NH:15]1. Starting materials: C(C)C1=CC=C(CNC2=CC3=C(N=CN3)C=C2)C=C1 (N-(4-ethylbenzyl)benzimidazol-5-amine), FC=1C=C(CBr)C=C(C1F)F (3,4,5-trifluorobenzylbromide), C(=O)([O-])[O-].[K+].[K+] (K2CO3). Yields the product FC=1C=C(CN(C2=CC3=C(NC=N3)C=C2)CC2=CC=C(C=C2)CC)C=C(C1F)F (N-(3,4,5-Trifluorobenzyl)-N-(4-ethylbenzyl)-1H-benzo[d]imidazol-5-amine). Reaction SMILES: [CH2:1]([C:3]1[CH:19]=[CH:18][C:6]([CH2:7][NH:8][C:9]2[CH:17]=[CH:16][C:12]3[N:13]=[CH:14][NH:15][C:11]=3[CH:10]=2)=[CH:5][CH:4]=1)[CH3:2].[F:20][C:21]1[CH:22]=[C:23]([CH:26]=[C:27]([F:30])[C:28]=1[F:29])[CH2:24]Br.C([O-])([O-])=O.[K+].[K+]>>[F:20][C:21]1[CH:22]=[C:23]([CH:26]=[C:27]([F:30])[C:28]=1[F:29])[CH2:24][N:8]([CH2:7][C:6]1[CH:18]=[CH:19][C:3]([CH2:1][CH3:2])=[CH:4][CH:5]=1)[C:9]1[CH:17]=[CH:16][C:12]2[NH:13][CH:14]=[N:15][C:11]=2[CH:10]=1 |f:2.3.4|. Reported procedure: The compound was synthesized starting from N-(4-ethylbenzyl)benzimidazol-5-amine (251 mg; 1 mmol; 1 eq.), 3,4,5-trifluorobenzylbromide (248 mg; 1.1 mmol; 1.1 eq.) and K2CO3 (152 mg; 1.1 mmol; 1.1 eq.) according to method 6; Yield: 0.078 g (19.7%); MS m/z: 396.2 [M+H]+; 1H-NMR (500 MHz, DMSO d6): δ 1.14 (t, 3H, 3J=7.6 Hz); 2.55 (q, 2H, 3J=7.6 Hz); 4.64 (s, 2H); 4.66 (s, 2H); 6.71-6.74 (m, 2H); 7.13-7.20 (m, 6H); 7.35 (d, 1H, 3J=8.2 Hz); 7.94 (s, 1H); 12.03 (br s, 1H); HPLC (METHOD [A]): rt 18.63 ...